The task is: describe an organic reaction: reactants, conditions, products, and yield. This data is from the Open Reaction Database (ORD), a public repository of structured organic reaction records. The reactants are NC1=CC=C(C=C1)C (p-Toluidine), C1(=CC=C(C=C1)C=O)C1=CC=CC=C1 (4-biphenylcarboxaldehyde). Solvent: C1(=CC=CC=C1)C (toluene). Product: C1(=CC=CC=C1)C1=CC=C(C=NC2=CC=C(C=C2)C)C=C1 (N-(p-phenylbenzylidene)-p-methylaniline). RXN SMILES: [NH2:1][C:2]1[CH:7]=[CH:6][C:5]([CH3:8])=[CH:4][CH:3]=1.[C:9]1([C:17]2[CH:22]=[CH:21][CH:20]=[CH:19][CH:18]=2)[CH:14]=[CH:13][C:12]([CH:15]=O)=[CH:11][CH:10]=1>C1(C)C=CC=CC=1>[C:17]1([C:9]2[CH:10]=[CH:11][C:12]([CH:15]=[N:1][C:2]3[CH:7]=[CH:6][C:5]([CH3:8])=[CH:4][CH:3]=3)=[CH:13][CH:14]=2)[CH:18]=[CH:19][CH:20]=[CH:21][CH:22]=1. Reported procedure: p-Toluidine (0.20 mole), 4-biphenylcarboxaldehyde (0.20 mole), and IRC-50 (weakly acidic) ion exchange resin (0.5 g.) were azeotropically refluxed in toluene (150 cc). The required amount of water had been removed after 3 hours. The solvent was removed on the rotary evaporator and the residue was recrystallized with 95% ethanol to yield N-(p-phenylbenzylidene)-p-methylaniline; m.p. 137°-139° C. Reactants: C1[C@@H](C2=CC=CC=C2)O1 ((R)-styrene oxide), ClC1=C(C(=O)OC)C=CC(=C1)S (methyl 2-chloro-4-mercaptobenzoate). Product: ClC1=C(C(=O)OC)C=CC(=C1)SC[C@@H](C1=CC=CC=C1)O ((R)-methyl 2-chloro-4-(2-hydroxy-2-phenylethylthio)benzoate). Procedure: 150 mg of (R)-styrene oxide was reacted with methyl 2-chloro-4-mercaptobenzoate via Procedure S to afford (R)-methyl 2-chloro-4-(2-hydroxy-2-phenylethylthio)benzoate. 190 mg of (R)-methyl-2-chloro-4-(2-hydroxy-2-phenylethylthio)benzoate was hydrolyzed via Procedure M to give (R)-2-chloro-4-(2-hydroxy-2-phenylethylthio)benzoic acid. 170 mg of (R)-2-chloro-4-(2-hydroxy-2-phenylethylthio)benzoic acid was reacted via Procedure R to give (R)-2-chloro-4-(2-hydroxy-2-phenylethylsulfonyl)benzoic acid. 6... RXN SMILES: [CH2:1]1[O:9][C@@H:2]1[C:3]1[CH:8]=[CH:7][CH:6]=[CH:5][CH:4]=1.[Cl:10][C:11]1[CH:20]=[C:19]([SH:21])[CH:18]=[CH:17][C:12]=1[C:13]([O:15][CH3:16])=[O:14]>>[Cl:10][C:11]1[CH:20]=[C:19]([S:21][CH2:1][C@H:2]([OH:9])[C:3]2[CH:8]=[CH:7][CH:6]=[CH:5][CH:4]=2)[CH:18]=[CH:17][C:12]=1[C:13]([O:15][CH3:16])=[O:14]. The reactants are N([C@H](CC1=CN(C2=CC=CC=C12)C(=O)OC)C(=O)OCC1=CC=CC=C1)C(=O)OC(C)(C)C (Boc-DTrp(COOMe)-OBzl), Cl.O1CCOCC1 (hydrogen chloride 1,4-dioxane), C(C)OCC (Ethyl ether). Reaction conditions: time 45 minute. Yields the product N[C@H](CC1=CN(C2=CC=CC=C12)C(=O)OC)C(=O)OCC1=CC=CC=C1.Cl (H-DTrp(COOMe)-OBzl.HCl). As a reaction SMILES: [NH:1](C(OC(C)(C)C)=O)[C@@H:2]([C:17]([O:19][CH2:20][C:21]1[CH:26]=[CH:25][CH:24]=[CH:23][CH:22]=1)=[O:18])[CH2:3][C:4]1[C:12]2[C:7](=[CH:8][CH:9]=[CH:10][CH:11]=2)[N:6]([C:13]([O:15][CH3:16])=[O:14])[CH:5]=1.C(OCC)C.[ClH:39].O1CCOCC1>>[NH2:1][C@@H:2]([C:17]([O:19][CH2:20][C:21]1[CH:26]=[CH:25][CH:24]=[CH:23][CH:22]=1)=[O:18])[CH2:3][C:4]1[C:12]2[C:7](=[CH:8][CH:9]=[CH:10][CH:11]=2)[N:6]([C:13]([O:15][CH3:16])=[O:14])[CH:5]=1.[ClH:39] |f:2.3,4.5|. Procedure: To a solution of Boc-DTrp-OBzl (12.19 g) in dichloromethane (60 ml) were added methyl chloroformate (4.8 ml), pulverized sodium hydroxide (4.1 g) and TBAHS (9.2 g), and the mixture was stirred at room temperature for 4 h. The reaction mixture was washed with water, dried over MgSO4 and evaporated in vacuo. The residue was crystallized from dichloromethane and hexane to give Boc-DTrp(COOMe)-OBzl (12.57 g). Boc-DTrp(COOMe)-OBzl (4.52 g) was dissolved in 4N-hydrogen chloride/1,4-dioxane (50 ml) and... The reactants are C(C)(C)(C)C1=CC=C(C(=O)N(C=2C(=CC=CC2)N)C(C2=CC(=CC=C2)C=O)=O)C=C1 (N2-(4-tert-butylbenzoyl)-N2-(3-formylbenzoyl)-1,2-benzenediamine), C(C)O (ethanol). The product is C(C)(C)(C)C1=CC=C(C(=O)NC=2C(=CC=CC2)NC(C2=CC(=CC=C2)CO)=O)C=C1 (N2-(4-tert-butylbenzoyl)-N1-(3-hydroxymethylbenzoyl)-1,2-benzenediamine). Isolated yield 99.0%. Reaction SMILES: [C:1]([C:5]1[CH:30]=[CH:29][C:8]([C:9]([N:11](C(=O)C2C=CC=C(C=O)C=2)[C:12]2[C:13]([NH2:18])=[CH:14][CH:15]=[CH:16][CH:17]=2)=[O:10])=[CH:7][CH:6]=1)([CH3:4])([CH3:3])[CH3:2].[CH2:31]([OH:33])[CH3:32]>>[C:1]([C:5]1[CH:30]=[CH:29][C:8]([C:9]([NH:11][C:12]2[C:13]([NH:18][C:9](=[O:10])[C:8]3[CH:7]=[CH:6][CH:5]=[C:32]([CH2:31][OH:33])[CH:29]=3)=[CH:14][CH:15]=[CH:16][CH:17]=2)=[O:10])=[CH:7][CH:6]=1)([CH3:3])([CH3:4])[CH3:2]. Reported procedure: Using the procedure described in Example 57, N2-(4-tert-butylbenzoyl)-N2-(3-formylbenzoyl)-1,2-benzenediamine (230 mg, 0.57 mmol) was reacted in ethanol to yield 227 mg (99%) of the title compound as an off-white amorphous solid. The reactants are BrC=1C=NC(=NC1)O[C@@H]1CN2CCC1CC2 ((3S)-3-[(5-bromopyrimidin-2-yl)oxy]quinuclidine), N1C=CC2=CC(=CC=C12)B(O)O (5-indolylboronic acid), N (NH3). Yields the product N12C[C@H](C(CC1)CC2)OC2=NC=C(C=N2)C=2C=C1C=CNC1=CC2 (5-{2-[(3S)-1-azabicyclo[2.2.2]oct-3-yloxy]pyrimidin-5-yl}-1H-indole). Reaction SMILES: Br[C:2]1[CH:3]=[N:4][C:5]([O:8][C@H:9]2[CH:14]3[CH2:15][CH2:16][N:11]([CH2:12][CH2:13]3)[CH2:10]2)=[N:6][CH:7]=1.[NH:17]1[C:25]2[C:20](=[CH:21][C:22](B(O)O)=[CH:23][CH:24]=2)[CH:19]=[CH:18]1.N>>[N:11]12[CH2:16][CH2:15][CH:14]([CH2:13][CH2:12]1)[C@H:9]([O:8][C:5]1[N:4]=[CH:3][C:2]([C:22]3[CH:21]=[C:20]4[C:25](=[CH:24][CH:23]=3)[NH:17][CH:18]=[CH:19]4)=[CH:7][N:6]=1)[CH2:10]2. Procedure details: The product of Example 13E (283 mg, 1 mmol) was coupled with 5-indolylboronic acid (193 mg, 1.2 mmol) according to the procedure of Example 3A, The title product was purified by preparative HPLC (Gilson, column, Symmetry® C-8 7 μm, 40×100 mm. Eluting Solvent, MeCN/H2O (with 0.2% v. TFA) (v. 90/10 to 10/90 over 20 min.) Flow rate, 75 mL/min., uv, 250 nm) as solid (120 mg, yield, 38%). 1H NMR (300 MHz, CD3OD) δ 1.50–1.63 (m, 1H), 1.66–1.92 (m, 2H), 2.03–2.18 (m, 1H), 2.24–2.32 (m, 1H), 2.75–3.07 (... Starting materials: C(C)OC(=O)C1CCC=2N(CC1)C(C1=C(N2)SC2=C1CCC(=C2SCCC)C=O)=O (3-Formyl-1,2,7,8,9,10, 11,13-octahydro-13-oxo-4-(propylthio)-[1]benzothieno [2′,3′: 4,5]pyrimido[1,2-a]azepine-9-carboxylic acid ethyl ester), O (water). Run in C1CCOC1 (THF), O[K].O.CO (KOH H2O MeOH). Yields the product C(=O)C1=C(C2=C(CC1)C1=C(N=C3N(CCC(CC3)C(=O)O)C1=O)S2)SCCC (3-Formyl-1,2,7,8,9,10,11,13-octahydro-13-oxo-4-(propylthio)-[1]benzothieno[2′,3′: 4,5] pyrimido[1,2-a]azepine-9-carboxylic acid). RXN SMILES: C([O:3][C:4]([CH:6]1[CH2:12][CH2:11][N:10]2[C:13](=[O:30])[C:14]3[C:19]4[CH2:20][CH2:21][C:22]([CH:28]=[O:29])=[C:23]([S:24][CH2:25][CH2:26][CH3:27])[C:18]=4[S:17][C:15]=3[N:16]=[C:9]2[CH2:8][CH2:7]1)=[O:5])C.O>C1COCC1.O[K].O.CO>[CH:28]([C:22]1[CH2:21][CH2:20][C:19]2[C:14]3[C:13](=[O:30])[N:10]4[CH2:11][CH2:12][CH:6]([C:4]([OH:5])=[O:3])[CH2:7][CH2:8][C:9]4=[N:16][C:15]=3[S:17][C:18]=2[C:23]=1[S:24][CH2:25][CH2:26][CH3:27])=[O:29] |f:3.4.5|. Procedure details: Compound 22 (130 mg) in THF (2 ml) and 0.7 ml 10% KOH H2O/MeOH (2:1) were stirred over night in room temperature. The reaction mixture was poured into water and washed with ether. The water phase was acidified with HCl and extracted with EtOAc. Organic phase was washed with brine and dried with Na2SO4. After filtration the solvent was evaporated and the product recrystallized from ethanol. The reactants are CCOC(=O)c1cn(C2CCCC2)c2nc(S(C)(=O)=O)ncc2c1=O, CN1CCN(c2ccc(N)cc2)CC1. Product: CCOC(=O)c1cn(C2CCCC2)c2nc(Nc3ccc(N4CCN(C)CC4)cc3)ncc2c1=O. Reaction SMILES: [CH2:1]([CH3:2])[O:3][C:4](=[O:5])[c:6]1[c:7](=[O:25])[c:8]2[c:9]([n:10][c:11]([S:14]([CH3:15])(=[O:16])=[O:17])[n:12][cH:13]2)[n:18]([CH:20]2[CH2:21][CH2:22][CH2:23][CH2:24]2)[cH:19]1.[CH3:26][N:27]1[CH2:28][CH2:29][N:30]([c:33]2[cH:34][cH:35][c:36]([NH2:39])[cH:37][cH:38]2)[CH2:31][CH2:32]1>>[CH2:1]([CH3:2])[O:3][C:4](=[O:5])[c:6]1[c:7](=[O:25])[c:8]2[c:9]([n:10][c:11]([NH:39][c:36]3[cH:35][cH:34][c:33]([N:30]4[CH2:29][CH2:28][N:27]([CH3:26])[CH2:32][CH2:31]4)[cH:38][cH:37]3)[n:12][cH:13]2)[n:18]([CH:20]2[CH2:21][CH2:22][CH2:23][CH2:24]2)[cH:19]1.